The task is: describe an organic reaction: reactants, conditions, products, and yield. This data is from the Open Reaction Database (ORD), a public repository of structured organic reaction records. The reactants are CCOC(=O)C (EtOAc), N(=[N+]=[N-])C(C)C=1C=CC2=C(N=C(S2)C)C1C1=CC(=CC=C1)F (5-(1-azidoethyl)-4-(3-fluorophenyl)-2-methyl-1,3-benzothiazole), CP(C)C (trimethylphosphine). The solvent is O1CCCC1 (tetrahydrofuran), O (water), O1CCCC1 (tetrahydrofuran). Reaction conditions: time 1 hour. Product: FC=1C=C(C=CC1)C1=C(C=CC2=C1N=C(S2)C)C(C)N (1-[4-(3-fluorophenyl)-2-methyl-1,3-benzothiazol-5-yl]ethanamine). Reaction SMILES: [N:1]([CH:4]([C:6]1[CH:7]=[CH:8][C:9]2[S:13][C:12]([CH3:14])=[N:11][C:10]=2[C:15]=1[C:16]1[CH:21]=[CH:20][CH:19]=[C:18]([F:22])[CH:17]=1)[CH3:5])=[N+]=[N-].CP(C)C.CCOC(C)=O>O1CCCC1.O>[F:22][C:18]1[CH:17]=[C:16]([C:15]2[C:10]3[N:11]=[C:12]([CH3:14])[S:13][C:9]=3[CH:8]=[CH:7][C:6]=2[CH:4]([NH2:1])[CH3:5])[CH:21]=[CH:20][CH:19]=1. Procedure details: To a stirred solution of 5-(1-azidoethyl)-4-(3-fluorophenyl)-2-methyl-1,3-benzothiazole (0.088 g, 0.28 mmol) in tetrahydrofuran (0.8 mL) and water (0.203 mL) was added 1.00 M of trimethylphosphine in tetrahydrofuran (0.338 mL, 0.338 mmol) at room temperature and the mixture was stirred at room temperature for 1 hour. To the mixture was added EtOAc and the mixture was extracted with 1 N HCl two times. The combined extracts were neutralized with solid sodium bicarbonate, and extracted with dichlor...